From a dataset of the Open Reaction Database (ORD), a public repository of structured organic reaction records. describe an organic reaction: reactants, conditions, products, and yield Yields the product BrC1=CC=C(C=C1)C=1N=NN(C1)C1C(N(C2=C(CC1)C(=CC=C2)F)CC(F)(F)F)=O (3-[4-(4-bromophenyl)-1H-1,2,3-triazol-1-yl]-6-fluoro-1-(2,2,2-trifluoroethyl)-1,3,4,5-tetrahydro-2H-1-benzazepin-2-one). Isolated yield 75.2%. Starting materials: BrC1=CC=C(C=C1)C#C (1-Bromo-4-ethynylbenzene), cupric sulfate, O=C1C(O)=C([O-])[C@H](O1)[C@@H](O)CO.[Na+] (sodium ascorbate), N(=[N+]=[N-])C1C(N(C2=C(CC1)C(=CC=C2)F)CC(F)(F)F)=O (3-azido-6-fluoro-1-(2,2,2-trifluoroethyl)-1,3,4,5-tetrahydro-2H-1-benzazepin-2-one), CN(C)C=O (DMF). Procedure: 1-Bromo-4-ethynylbenzene (271 mg, 1.499 mmol), cupric sulfate (65.2 mg, 0.409 mmol), sodium ascorbate (108 mg, 0.545 mmol), and 3-azido-6-fluoro-1-(2,2,2-trifluoroethyl)-1,3,4,5-tetrahydro-2H-1-benzazepin-2-one (300 mg, 1.362 mmol) in 6.6 mL of a 1:1:1 solution of DMF:EtOH:H2O was stirred for 25 mins. The mixture was diluted with water before EtOAc was added to extract the product. The organic phase was separated and washed with water (2×) and brine (1×) before being dried with Na2SO4 and evapor... As a reaction SMILES: [Br:1][C:2]1[CH:7]=[CH:6][C:5]([C:8]#[CH:9])=[CH:4][CH:3]=1.O=C1O[C@H]([C@H](CO)O)C([O-])=C1O.[Na+].[N:23]([CH:26]1[CH2:32][CH2:31][C:30]2[C:33]([F:37])=[CH:34][CH:35]=[CH:36][C:29]=2[N:28]([CH2:38][C:39]([F:42])([F:41])[F:40])[C:27]1=[O:43])=[N+:24]=[N-:25].CN(C=O)C>O.CCOC(C)=O.CCO>[Br:1][C:2]1[CH:7]=[CH:6][C:5]([C:8]2[N:25]=[N:24][N:23]([CH:26]3[CH2:32][CH2:31][C:30]4[C:33]([F:37])=[CH:34][CH:35]=[CH:36][C:29]=4[N:28]([CH2:38][C:39]([F:40])([F:41])[F:42])[C:27]3=[O:43])[CH:9]=2)=[CH:4][CH:3]=1 |f:1.2|. Solvent: O (H2O), CCO (EtOH), O (water), CCOC(=O)C (EtOAc). The reactants are CC1(NC2CCCCC2C(C1)C)C (2,2,4-trimethyl decahydroquinoline), Cl (HCl), 2,2,4-Trimethyl decahydroquinoline molybdate, [NH4+].[O-][Mo](=O)(=O)[O-].[O-][Mo](=O)(=O)[O-] (ammonium dimolybdate). The solvent is O (water), O (water), O (water). The product is [Mo].CC1(NC2CCCCC2C(C1)C)C (molybdenum 2,2,4-trimethyl decahydroquinoline). Reaction SMILES: [CH3:1][C:2]1([CH3:13])[CH2:11][CH:10]([CH3:12])[CH:9]2[CH:4]([CH2:5][CH2:6][CH2:7][CH2:8]2)[NH:3]1.Cl.[NH4+].[O-][Mo:17]([O-])(=O)=O.[O-][Mo]([O-])(=O)=O>O>[Mo:17].[CH3:1][C:2]1([CH3:13])[CH2:11][CH:10]([CH3:12])[CH:9]2[CH:4]([CH2:5][CH2:6][CH2:7][CH2:8]2)[NH:3]1 |f:2.3.4,6.7|. Reported procedure: 2,2,4-Trimethyl decahydroquinoline molybdate having a 2/1 molybdenum/2,2,4-trimethyl decahydroquinoline molar ratio was prepared as follows. 10 grams 2,2,4-trimethyl decahydroquinoline, 16.30 grams of a 37 wt.% aqueous HCl solution and 250 ml water were dissolved together and heated to reflux in a 500 ml round-bottomed flask equipped with a stirrer and water-cooled condenser. 28.12 grams ammonium dimolybdate was dissolved in 50 ml hot water. The second solution was added to the first solution. A... The reactants are C(#N)C1(CCC2(OCCO2)CC1)C1=CC=C(C=N1)NC(=O)C=1C=NN(C1)C1=CC=C(C=C1)C(C)C (N-[6-(8-cyano-1,4-dioxaspiro[4.5]dec-8-yl)pyridin-3-yl]-1-(4-isopropylphenyl)-1H-pyrazole-4-carboxamide), O (water), Cl (hydrochloric acid), C([O-])([O-])=O.[K+].[K+] (potassium carbonate). Solvent: C(C)(=O)O (acetic acid). Run at temperature 100 celsius, time 2 hour. Yields the product C(#N)C1(CCC(CC1)=O)C1=CC=C(C=N1)NC(=O)C=1C=NN(C1)C1=CC=C(C=C1)C(C)C (N-[6-(1-Cyano-4-oxocyclohexyl)pyridin-3-yl]-1-(4-isopropyphenyl)-1H-pyrazole-4-carboxamide). The yield is 101.0%. Reaction SMILES: [C:1]([C:3]1([C:13]2[N:18]=[CH:17][C:16]([NH:19][C:20]([C:22]3[CH:23]=[N:24][N:25]([C:27]4[CH:32]=[CH:31][C:30]([CH:33]([CH3:35])[CH3:34])=[CH:29][CH:28]=4)[CH:26]=3)=[O:21])=[CH:15][CH:14]=2)[CH2:12][CH2:11][C:6]2(OCC[O:7]2)[CH2:5][CH2:4]1)#[N:2].O.Cl.C(=O)([O-])[O-].[K+].[K+]>C(O)(=O)C>[C:1]([C:3]1([C:13]2[N:18]=[CH:17][C:16]([NH:19][C:20]([C:22]3[CH:23]=[N:24][N:25]([C:27]4[CH:28]=[CH:29][C:30]([CH:33]([CH3:35])[CH3:34])=[CH:31][CH:32]=4)[CH:26]=3)=[O:21])=[CH:15][CH:14]=2)[CH2:12][CH2:11][C:6](=[O:7])[CH2:5][CH2:4]1)#[N:2] |f:3.4.5|. Reported procedure: A solution of N-[6-(8-cyano-1,4-dioxaspiro[4.5]dec-8-yl)pyridin-3-yl]-1-(4-isopropylphenyl)-1H-pyrazole-4-carboxamide (236 mg) in a mixture of acetic acid (5 ml), water (1 ml) and 1N hydrochloric acid aqueous solution (1 ml) was stirred at 100° C. for two hours. After completion of the reaction, a saturated aqueous solution of potassium carbonate was added and extracted with ethyl acetate. The organic layer was dried over anhydrous magnesium sulfate and concentrated. The residue was purified wit...